This data is from the Open Reaction Database (ORD), a public repository of structured organic reaction records. The task is: describe an organic reaction: reactants, conditions, products, and yield Reactants: C1(=CC=C(C=C1)S(=O)O)C (4-toluenesulphinic acid), C(CO)O (ethylene glycol), 6h, ice water, C(=C)C(=O)C (methyl vinyl ketone), N (ammonia). The product is C1COC(C)(CCS(=O)(=O)C2=CC=C(C=C2)C)O1 (4-(4-Toluenesulphonvl)butan-2-one ethylene ketal), solid. Yield: 75.0%. As a reaction SMILES: [C:1]1([CH3:10])[CH:6]=[CH:5][C:4]([S:7]([OH:9])=[O:8])=[CH:3][CH:2]=1.[CH:11]([C:13]([CH3:15])=[O:14])=[CH2:12].N.[CH2:17](O)[CH2:18][OH:19]>>[CH2:18]1[O:19][C:13]([CH2:11][CH2:12][S:7]([C:4]2[CH:5]=[CH:6][C:1]([CH3:10])=[CH:2][CH:3]=2)(=[O:9])=[O:8])([CH3:15])[O:14][CH2:17]1. Procedure: A stirred mixture of 4-toluenesulphinic acid (23.7 g, 0.15 mole) and ethylene glycol (30 ml) was treated over 10 minutes with methyl vinyl ketone (6.3 ml, 0.075 mole). The reaction was slightly exothermic and gave a clear solution. This was stirred at room temperature for 6h, during which time a white precipitate formed. The mixture was poured into ice/water (600 ml) containing conc. ammonia solution (20 ml) and on vigorous stirring a white solid crystallised. This was filtered off, washed with ... Reactants: CN1C(=O)C(NC(=O)CBr)N=C(c2ccccc2)c2ccccc21, Cc1ccccc1, [H-], [H][H], [Na+], Oc1ccccc1. Yields the product CN1C(=O)C(NC(=O)COc2ccccc2)N=C(c2ccccc2)c2ccccc21. Reaction SMILES: [CH3:12][N:13]1[C:14](=[O:35])[CH:15]([NH:30][C:31]([CH2:32][Br:33])=[O:34])[N:16]=[C:17]([c:24]2[cH:25][cH:26][cH:27][cH:28][cH:29]2)[c:18]2[c:19]1[cH:20][cH:21][cH:22][cH:23]2.[CH3:36][c:37]1[cH:38][cH:39][cH:40][cH:41][cH:42]1.[H-:8].[H:10][H:11].[Na+:9].[OH:1][c:2]1[cH:3][cH:4][cH:5][cH:6][cH:7]1>>[O:1]([c:2]1[cH:3][cH:4][cH:5][cH:6][cH:7]1)[CH2:32][C:31]([NH:30][CH:15]1[C:14](=[O:35])[N:13]([CH3:12])[c:19]2[c:18]([cH:23][cH:22][cH:21][cH:20]2)[C:17]([c:24]2[cH:25][cH:26][cH:27][cH:28][cH:29]2)=[N:16]1)=[O:34]. The reactants are C(C)I (ethyl iodide), C(C)(C)NC(C)C (diisopropylamine), C(CCC)[Li].CCCCCC (butyl lithium hexane), [Cl-].[NH4+] (ammonium chloride), C(C1=CC=CC=C1)N1C(CN(CC1)C1=CC(=C(C#N)C=C1)C(F)(F)F)=O (4-(4-benzyl-3-oxopiperazin-1-yl)-2-trifluoromethylbenzonitrile). Solvent: C1CCOC1 (THF), C1CCOC1 (THF). Conditions: temperature -78 celsius, time 10 minute. The product is C(C1=CC=CC=C1)N1C(C(N(CC1)C1=CC(=C(C#N)C=C1)C(F)(F)F)CC)=O (4-(4-Benzyl-2-ethyl-3-oxopiperazin-1-yl)-2-trifluoromethylbenzonitrile). Reaction SMILES: [CH:1](NC(C)C)(C)[CH3:2].C([Li])CCC.CCCCCC.[CH2:19]([N:26]1[CH2:31][CH2:30][N:29]([C:32]2[CH:39]=[CH:38][C:35]([C:36]#[N:37])=[C:34]([C:40]([F:43])([F:42])[F:41])[CH:33]=2)[CH2:28][C:27]1=[O:44])[C:20]1[CH:25]=[CH:24][CH:23]=[CH:22][CH:21]=1.C(I)C.[Cl-].[NH4+]>C1COCC1>[CH2:19]([N:26]1[CH2:31][CH2:30][N:29]([C:32]2[CH:39]=[CH:38][C:35]([C:36]#[N:37])=[C:34]([C:40]([F:42])([F:43])[F:41])[CH:33]=2)[CH:28]([CH2:1][CH3:2])[C:27]1=[O:44])[C:20]1[CH:21]=[CH:22][CH:23]=[CH:24][CH:25]=1 |f:1.2,5.6|. Reported procedure: A 0.94 ml portion of diisopropylamine was dissolved in 10 ml of anhydrous THF, and the solution was mixed with 4.5 ml of 1.47 M butyl lithium/hexane solution at −20° C., stirred for 10 minutes and then cooled to −78° C. A 20 ml portion of anhydrous THF solution containing 2 g of 4-(4-benzyl-3-oxopiperazin-1-yl)-2-trifluoromethylbenzonitrile synthesized in Reference Example 1-15 was added dropwise thereto, and the mixture was stirred for 20 minutes and then mixed with 0.67 ml of ethyl iodide. Aft... The reactants are IC1=CC=C(C=C1)S(=O)(=O)N1CCCC1 (1-[(4-iodophenyl)sulfonyl]pyrrolidine), FC(C1=NNC=2CCCCC12)(F)F (3-(trifluoromethyl)-4,5,6,7-tetrahydro-1H-indazole). The product is N1(CCCC1)S(=O)(=O)C1=CC=C(C=C1)N1N=C(C=2CCCCC12)C(F)(F)F (1-[4-(1-pyrrolidinylsulfonyl)phenyl]-3-(trifluoromethyl)-4,5,6,7-tetrahydro-1H-indazole). As a reaction SMILES: I[C:2]1[CH:7]=[CH:6][C:5]([S:8]([N:11]2[CH2:15][CH2:14][CH2:13][CH2:12]2)(=[O:10])=[O:9])=[CH:4][CH:3]=1.[F:16][C:17]([F:28])([F:27])[C:18]1[C:26]2[CH2:25][CH2:24][CH2:23][CH2:22][C:21]=2[NH:20][N:19]=1>>[N:11]1([S:8]([C:5]2[CH:6]=[CH:7][C:2]([N:20]3[C:21]4[CH2:22][CH2:23][CH2:24][CH2:25][C:26]=4[C:18]([C:17]([F:16])([F:28])[F:27])=[N:19]3)=[CH:3][CH:4]=2)(=[O:10])=[O:9])[CH2:15][CH2:14][CH2:13][CH2:12]1. Procedure: The title compound was prepared from 1-[(4-iodophenyl)sulfonyl]pyrrolidine and 3-(trifluoromethyl)-4,5,6,7-tetrahydro-1H-indazole using a similar procedure to that described for Example 87.